From a dataset of the Open Reaction Database (ORD), a public repository of structured organic reaction records. describe an organic reaction: reactants, conditions, products, and yield Reactants: ClC(=O)OC1=CC=C(C=C1)[N+](=O)[O-] (4-nitrophenyl chloroformate), NCC=1C(=NC(=CC1)OCCCCN1CCN(CC1)C1=C(C(=CC=C1)Cl)Cl)N (3-aminomethyl-6-{4-[4-(2,3-dichloro-phenyl)-piperazin-1-yl]-butoxy}-pyridin-2-ylamine), [Li+].CC(C)[N-]C(C)C (LDA). Run in C1CCOC1 (THF). Conditions: time 30 minute. Product: ClC1=C(C=CC=C1Cl)N1CCN(CC1)CCCCOC=1C=CC2=C(NC(NC2)=O)N1 (7-{4-[4-(2,3-Dichloro-phenyl)-piperazin-1-yl]-butoxy}-3,4-dihydro-1H-pyrido[2,3-d]pyrimidin-2-one). The yield is 25.8%. Reaction SMILES: [NH2:1][CH2:2][C:3]1[C:4]([NH2:28])=[N:5][C:6]([O:9][CH2:10][CH2:11][CH2:12][CH2:13][N:14]2[CH2:19][CH2:18][N:17]([C:20]3[CH:25]=[CH:24][CH:23]=[C:22]([Cl:26])[C:21]=3[Cl:27])[CH2:16][CH2:15]2)=[CH:7][CH:8]=1.Cl[C:30](OC1C=CC([N+]([O-])=O)=CC=1)=[O:31].[Li+].CC([N-]C(C)C)C>C1COCC1>[Cl:27][C:21]1[C:22]([Cl:26])=[CH:23][CH:24]=[CH:25][C:20]=1[N:17]1[CH2:16][CH2:15][N:14]([CH2:13][CH2:12][CH2:11][CH2:10][O:9][C:6]2[CH:7]=[CH:8][C:3]3[CH2:2][NH:1][C:30](=[O:31])[NH:28][C:4]=3[N:5]=2)[CH2:19][CH2:18]1 |f:2.3|. Procedure: A mixture of 3-aminomethyl-6-{4-[4-(2,3-dichloro-phenyl)-piperazin-1-yl]-butoxy}-pyridin-2-ylamine (0.260 g, 0.61 mmol) in THF (10 mL) was treated with 4-nitrophenyl chloroformate (0.160 g, 0.79 mmol). The mixture was stirred at room temperature for 30 minutes, then cooled to 0° C. and treated with LDA (0.9 mL, 3.8 mmol, 2.0 M in heptane/THF/ethylbenzene). The brown mixture was stirred at room temperature for 1 hour, then quenched with water and extracted with EtOAc. The organic extracts were wa...